From a dataset of the Open Reaction Database (ORD), a public repository of structured organic reaction records. describe an organic reaction: reactants, conditions, products, and yield The reactants are COC1=CC=C(C=C1)S(=O)(=O)Cl (4-methoxy-benzene sulfonyl chloride), N1C=CC2=CC=CC=C12 (1H-indole). Yields the product COC1=CC=C(C=C1)S(=O)(=O)N1C=CC2=CC=CC=C12 (1-(4-methoxy-benzenesulfonyl)-1H-indole). The yield is 95.0%. As a reaction SMILES: [CH3:1][O:2][C:3]1[CH:8]=[CH:7][C:6]([S:9](Cl)(=[O:11])=[O:10])=[CH:5][CH:4]=1.[NH:13]1[C:21]2[C:16](=[CH:17][CH:18]=[CH:19][CH:20]=2)[CH:15]=[CH:14]1>>[CH3:1][O:2][C:3]1[CH:8]=[CH:7][C:6]([S:9]([N:13]2[C:21]3[C:16](=[CH:17][CH:18]=[CH:19][CH:20]=3)[CH:15]=[CH:14]2)(=[O:11])=[O:10])=[CH:5][CH:4]=1. Procedure: The title compound was prepared from 4-methoxy-benzene sulfonyl chloride and 1H-indole, according to Method A, described above. Yield 95%; mp 124-126° C.; 1H NMR (CDCl3) δ 7.90-7.93 (dd, J=8 Hz, 1H), 7.74 (d, J=9 Hz, 2H), 7.43-7.49 (m, 2H), 7.14-7.27 (m, 2H), 6.79 (d, J=9 Hz, 2H), 6.56-6.58 (dd, J=4 Hz, 1H), 3.41 (s, 3H); 13C NMR (CDCl3) δ 164.1, 135.2, 131.2, 130.1, 129.5, 126.7, 124.9, 123.6, 121.8, 114.8, 113.9, 109.3, 56.0; MS (AP+) m/z288.05 (M++1). Reactants: [Li]CCCC, C[Sn](C)(C)Cl, CC(C)(C=CI)c1ccc(Cl)cc1, C1CCOC1, O. Yields the product CC(C)(C=C[Sn](C)(C)C)c1ccc(Cl)cc1. As a reaction SMILES: [CH2:14]([Li:15])[CH2:16][CH2:17][CH3:18].[CH3:19][Sn:20]([CH3:21])([CH3:22])[Cl:23].[CH3:1][C:2]([CH:3]=[CH:4][I:5])([CH3:6])[c:7]1[cH:8][cH:9][c:10]([Cl:13])[cH:11][cH:12]1.[O:25]1[CH2:26][CH2:27][CH2:28][CH2:29]1.[OH2:24]>>[CH3:1][C:2]([CH:3]=[CH:4][Sn:20]([CH3:19])([CH3:21])[CH3:22])([CH3:6])[c:7]1[cH:8][cH:9][c:10]([Cl:13])[cH:11][cH:12]1. The reactants are CS(=O)(=O)Cl, ClC(Cl)Cl, CCc1nc2c(N)nc3cc(OCc4ccccc4)ccc3c2n1CCCCN, [Na+], [Na+], O=C([O-])[O-]. Product: CCc1nc2c(N)nc3cc(OCc4ccccc4)ccc3c2n1CCCCNS(C)(=O)=O. RXN SMILES: [CH3:30][S:31]([Cl:32])(=[O:33])=[O:34].[CH:41]([Cl:42])([Cl:43])[Cl:44].[NH2:1][CH2:2][CH2:3][CH2:4][CH2:5][n:6]1[c:7]([CH2:28][CH3:29])[n:8][c:9]2[c:10]([NH2:27])[n:11][c:12]3[cH:13][c:14]([O:19][CH2:20][c:21]4[cH:22][cH:23][cH:24][cH:25][cH:26]4)[cH:15][cH:16][c:17]3[c:18]12.[Na+:35].[Na+:36].[O-:37][C:38](=[O:39])[O-:40]>>[NH:1]([CH2:2][CH2:3][CH2:4][CH2:5][n:6]1[c:7]([CH2:28][CH3:29])[n:8][c:9]2[c:10]([NH2:27])[n:11][c:12]3[cH:13][c:14]([O:19][CH2:20][c:21]4[cH:22][cH:23][cH:24][cH:25][cH:26]4)[cH:15][cH:16][c:17]3[c:18]12)[S:31]([CH3:30])(=[O:33])=[O:34]. The reactants are CC(NC(=O)OC(C)(C)C)C(=O)Nc1ccc(Br)cc1C(=O)c1ccccc1F, ClC(Cl)Cl, Cl. Product: CC1N=C(c2ccccc2F)c2cc(Br)ccc2NC1=O. RXN SMILES: [C:1]([O:2][C:3](=[O:4])[NH:7][CH:8]([CH3:9])[C:10]([NH:11][c:12]1[c:13]([C:19](=[O:5])[c:20]2[c:21]([F:26])[cH:22][cH:23][cH:24][cH:25]2)[cH:14][c:15]([Br:18])[cH:16][cH:17]1)=[O:28])([CH3:6])([CH3:27])[CH3:29].[Cl:31][CH:32]([Cl:33])[Cl:34].[ClH:30]>>[N:7]1=[C:19]([c:20]2[c:21]([F:26])[cH:22][cH:23][cH:24][cH:25]2)[c:13]2[c:12]([cH:17][cH:16][c:15]([Br:18])[cH:14]2)[NH:11][C:10](=[O:28])[CH:8]1[CH3:9]. RXN SMILES: [O:1]1[CH2:6][CH2:5][N:4]([CH2:7][CH2:8][NH2:9])[CH2:3][CH2:2]1.CO[C:12](=[O:21])[C:13]1[CH:18]=[CH:17][CH:16]=[C:15]([CH2:19]Br)[CH:14]=1.[Cl:22][C:23]1[CH:28]=[CH:27][C:26]([C@@H:29]2[C@:31]3([C:39]4[C:34](=[CH:35][CH:36]=[CH:37][CH:38]=4)[NH:33][C:32]3=[O:40])[CH2:30]2)=[CH:25][CH:24]=1>>[Cl:22][C:23]1[CH:24]=[CH:25][C:26]([C@@H:29]2[C@:31]3([C:39]4[C:34](=[CH:35][CH:36]=[CH:37][CH:38]=4)[N:33]([CH2:19][C:15]4[CH:14]=[C:13]([CH:18]=[CH:17][CH:16]=4)[C:12]([NH:9][CH2:8][CH2:7][N:4]4[CH2:5][CH2:6][O:1][CH2:2][CH2:3]4)=[O:21])[C:32]3=[O:40])[CH2:30]2)=[CH:27][CH:28]=1. Starting materials: O1CCN(CC1)CCN (2-morpholinoethanamine), COC(C1=CC(=CC=C1)CBr)=O (3-bromomethyl-benzoic acid methyl ester), ClC1=CC=C(C=C1)[C@H]1C[C@]12C(NC1=CC=CC=C21)=O ((1S,2R)-2-(4-chlorophenyl)spiro[cyclopropane-1,3′-indolin]-2′-one). Procedure: The title compound was prepared in analogy to Example 60 starting from 2-morpholinoethanamine, 3-bromomethyl-benzoic acid methyl ester (commercially available), (1R,2S) and (1S,2R)-2-(4-chlorophenyl)spiro[cyclopropane-1,3′-indolin]-2′-one prepared as in Scheme 1. LC/MS m/e calcd. for C30H30ClN3O3: 515, observed (M+H)+: 516.21H NMR (400 MHz, MeOD-d4) δppm 2.24 (d, J=8.59 Hz, 2 H) 3.20 (br. s., 2 H) 3.29 (s, 1 H) 3.42 (t, J=5.81 Hz, 2 H) 3.69 (br. s., 4 H) 3.80 (t, J=5.81 Hz, 2 H) 4.08 (br. s., 2 ... The product is ClC1=CC=C(C=C1)[C@H]1C[C@]12C(N(C1=CC=CC=C21)CC=2C=C(C(=O)NCCN1CCOCC1)C=CC2)=O ((1S,2R)-3-((2-(4-chlorophenyl)-2′-oxospiro[cyclopropane-1,3′-indoline]-1′-yl)methyl)-N-(2-morpholinoethyl)benzamide).